This data is from the Open Reaction Database (ORD), a public repository of structured organic reaction records. The task is: describe an organic reaction: reactants, conditions, products, and yield The reactants are [OH-].[Na+] (NaOH), C1CCOC1 (THF), ClC1=C(C(=O)Cl)C=CC(=C1)Cl (2,4-dichlorobenzoyl chloride), Cl.NC1=C(C=C(O)C=C1)O (4-aminoresorcinol hydrochloride). Run in CO (methanol), O (water). Conditions: time 2 hour. The product is ClC1=C(C=CC(=C1)Cl)C=1OC2=C(N1)C=CC(=C2)O (2-(2,4-dichlorophenyl)-6-hydroxybenzoxazole). Yield: 26.4%. Reaction SMILES: [Cl:1][C:2]1[CH:10]=[C:9]([Cl:11])[CH:8]=[CH:7][C:3]=1[C:4](Cl)=[O:5].Cl.[NH2:13][C:14]1[CH:20]=[CH:19][C:17]([OH:18])=[CH:16][C:15]=1O.[OH-].[Na+].C1COCC1>CO.O>[Cl:1][C:2]1[CH:10]=[C:9]([Cl:11])[CH:8]=[CH:7][C:3]=1[C:4]1[O:5][C:15]2[CH:16]=[C:17]([OH:18])[CH:19]=[CH:20][C:14]=2[N:13]=1 |f:1.2,3.4|. Reported procedure: 9.9 ml (70.5 mmol) of 2,4-dichlorobenzoyl chloride and 2.0 g (12.4 mmol) of 4-aminoresorcinol hydrochloride were introduced into a three-necked flask provided with a thermometer and a cooling condenser, and the mixture was heated at 172° to 247° C. for 1 hour, then excessive acid chloride was removed by distillation. To the residue, 6.47 g (161.8 mmol) of NaOH, 60 ml of THF, 60 μl of water and 30 ml of methanol were added, and the mixture was stirred at room temperature for about 2 hours. The re... The reactants are CC(=O)C[PH](=O)[O-], c1ccc(COCc2ccccc2)cc1, CCO, Cl, NO, [Na+], [Na+], [OH-]. As a reaction SMILES: [C:3]([CH3:4])(=[O:5])[CH2:6][PH:7]([O-:8])=[O:9].[CH2:11]([c:12]1[cH:13][cH:14][cH:15][cH:16][cH:17]1)[O:18][CH2:19][c:20]1[cH:21][cH:22][cH:23][cH:24][cH:25]1.[CH3:29][CH2:30][OH:31].[ClH:26].[NH2:27][OH:28].[Na+:10].[Na+:2].[OH-:1]>>[C:3]([CH3:4])([CH2:6][PH:7]([O-:8])=[O:9])=[N:27][O:18][CH2:11][c:12]1[cH:13][cH:14][cH:15][cH:16][cH:17]1.[Na+:2]. Yields the product CC(C[PH](=O)[O-])=NOCc1ccccc1, [Na+].